Task: describe an organic reaction: reactants, conditions, products, and yield. Dataset: the Open Reaction Database (ORD), a public repository of structured organic reaction records Reactants: [O-]C#N.[K+] (potassium cyanate), Cl (hydrochloric acid), N1(CCNCC1)CC(=O)N1CCOCC1 (piperazin-1-yl-acetic acid morpholide), Cl (hydrochloric acid), [OH-].[Na+] (sodium hydroxide). Solvent: O (water), O (water). Reaction conditions: time 8 hour. The product is NC(=O)N1CCN(CC1)CC(=O)N1CCOCC1 (4-Aminocarbonyl-piperazin-1-yl-acetic acid morpholide). Isolated yield 54.1%. Reaction SMILES: [N:1]1([CH2:7][C:8]([N:10]2[CH2:15][CH2:14][O:13][CH2:12][CH2:11]2)=[O:9])[CH2:6][CH2:5][NH:4][CH2:3][CH2:2]1.Cl.[O-:17][C:18]#[N:19].[K+].[OH-].[Na+]>O>[NH2:19][C:18]([N:4]1[CH2:3][CH2:2][N:1]([CH2:7][C:8]([N:10]2[CH2:11][CH2:12][O:13][CH2:14][CH2:15]2)=[O:9])[CH2:6][CH2:5]1)=[O:17] |f:2.3,4.5|. Procedure: 9.1 g of piperazin-1-yl-acetic acid morpholide are dissolved in 30 ml of water and 4.4 ml of concentrated hydrochloric acid and the solution is cooled to 20° C. A solution of 3.1 g of potassium cyanate in 15 ml of water is slowly added dropwise, with cooling. A further 4.4 ml of concentrated hydrochloric acid are then added and the mixture is left to stand overnight at 20° C. The solution is rendered neutral with 2N sodium hydroxide solution and concentrated. Boiling up of the solid residue with... Reactants: FC(C=1C=C(CNC(C2=CC(=NC=C2)C2=C(C=CC(=C2)N2CCCCC2)NC(C2=CC(=CC=C2)CBr)=O)=O)C=CC1)(F)F (N-(3-(trifluoromethyl)benzyl)-2-(2-(3-(bromomethyl)benzamido)-5-(piperidin-1-yl)phenyl)isonicotinamide), [N-]=[N+]=[N-].[Na+] (NaN3). The solvent is O (water), CN(C=O)C (N,N-dimethylformamide). Reaction conditions: temperature 80 celsius, time 2 hour. Yields the product FC(C=1C=C(CNC(C2=CC(=NC=C2)C2=C(C=CC(=C2)N2CCCCC2)NC(C2=CC(=CC=C2)CN=[N+]=[N-])=O)=O)C=CC1)(F)F (N-(3-(trifluoromethyl)benzyl)-2-(2-(3-(azidomethyl)benzamido)-5-(piperidin-1-yl)phenyl)isonicotinamide). Isolated yield 49.8%. As a reaction SMILES: [F:1][C:2]([F:43])([F:42])[C:3]1[CH:4]=[C:5]([CH:39]=[CH:40][CH:41]=1)[CH2:6][NH:7][C:8](=[O:38])[C:9]1[CH:14]=[CH:13][N:12]=[C:11]([C:15]2[CH:20]=[C:19]([N:21]3[CH2:26][CH2:25][CH2:24][CH2:23][CH2:22]3)[CH:18]=[CH:17][C:16]=2[NH:27][C:28](=[O:37])[C:29]2[CH:34]=[CH:33][CH:32]=[C:31]([CH2:35]Br)[CH:30]=2)[CH:10]=1.[N-:44]=[N+:45]=[N-:46].[Na+]>CN(C)C=O.O>[F:1][C:2]([F:43])([F:42])[C:3]1[CH:4]=[C:5]([CH:39]=[CH:40][CH:41]=1)[CH2:6][NH:7][C:8](=[O:38])[C:9]1[CH:14]=[CH:13][N:12]=[C:11]([C:15]2[CH:20]=[C:19]([N:21]3[CH2:26][CH2:25][CH2:24][CH2:23][CH2:22]3)[CH:18]=[CH:17][C:16]=2[NH:27][C:28](=[O:37])[C:29]2[CH:34]=[CH:33][CH:32]=[C:31]([CH2:35][N:44]=[N+:45]=[N-:46])[CH:30]=2)[CH:10]=1 |f:1.2|. Procedure: Into a 50-mL round-bottom flask, was placed a solution of N-(3-(trifluoromethyl)benzyl)-2-(2-(3-(bromomethyl)benzamido)-5-(piperidin-1-yl)phenyl)isonicotinamide (200 mg, 0.18 mmol, 1.00 equiv, 60%) in N,N-dimethylformamide (5 mL), and NaN3 (70 mg, 1.08 mmol, 5.00 equiv). The resulting solution was stirred for 2 h at 80° C. in an oil bath. The resulting solution was diluted with 25 mL of water. The resulting solution was extracted with 3×50 mL of ethyl acetate and the organic layers combined. The... The reactants are C([O-])([O-])=O.[K+].[K+] (potassium carbonate), ClCCCC(=O)NC1C2=C(C=CC3=C1C=CC=C3)C=CC=C2 (5-(4-chlorobutyrylamino)-5H-dibenzo[a,d]cycloheptene), FC1=CC=C(C=C1)N1CCNCC1 (1-(4-fluorophenyl)piperazine), [I-].[Na+] (sodium iodide). Run in CN(C=O)C (dimethylformamide). Run at temperature 100 celsius, time 1.5 hour. Yields the product FC1=CC=C(C=C1)N1CCN(CC1)CCCC(=O)NC1C2=C(C=CC3=C1C=CC=C3)C=CC=C2 (5-[4-[4-(4-fluorophenyl)-1-piperazinyl]butyrylamino]-5H-dibenzo[a,d]cycloheptene). Yield: 73.9%. Reaction SMILES: Cl[CH2:2][CH2:3][CH2:4][C:5]([NH:7][CH:8]1[C:14]2[CH:15]=[CH:16][CH:17]=[CH:18][C:13]=2[CH:12]=[CH:11][C:10]2[CH:19]=[CH:20][CH:21]=[CH:22][C:9]1=2)=[O:6].[F:23][C:24]1[CH:29]=[CH:28][C:27]([N:30]2[CH2:35][CH2:34][NH:33][CH2:32][CH2:31]2)=[CH:26][CH:25]=1.[I-].[Na+].C(=O)([O-])[O-].[K+].[K+]>CN(C)C=O>[F:23][C:24]1[CH:25]=[CH:26][C:27]([N:30]2[CH2:35][CH2:34][N:33]([CH2:2][CH2:3][CH2:4][C:5]([NH:7][CH:8]3[C:14]4[CH:15]=[CH:16][CH:17]=[CH:18][C:13]=4[CH:12]=[CH:11][C:10]4[CH:19]=[CH:20][CH:21]=[CH:22][C:9]3=4)=[O:6])[CH2:32][CH2:31]2)=[CH:28][CH:29]=1 |f:2.3,4.5.6|. Procedure: A mixture of 5.0 g of 5-(4-chlorobutyrylamino)-5H-dibenzo[a,d]cycloheptene, 5.8 g of 1-(4-fluorophenyl)piperazine, 5.0 g of sodium iodide and 50 ml of dimethylformamide is stirred at 100° C. for 1.5 hours. After the reaction mixture is cooled to room temperature, 100 ml of 10% aqueous potassium carbonate solution is added and the solution is extracted with three 300-ml portions of chloroform. The combined extracts are washed successively with water and saturated aqueous sodium chloride solution,... Starting materials: O=C1C2C(C3CC(CC1C3)C2)O (4-oxo-2-hydroxyadamantane), C=O (Paraformaldehyde), O=C1C2C(C3CC(CC1C3)C2)O (4-oxo-2-hydroxyadamantane), Cl (hydrogen chloride). Reported procedure: Paraformaldehyde was added to 4-oxo-2-hydroxyadamantane, and a hydrogen chloride gas was injected at 2.5 equivalent amounts per this 4-oxo-2-hydroxyadamantane. Then, the reaction was conducted at a temperature of 50° C. for 12 hours. After the completion of the reaction, the product was distillated under reduced pressure so as to obtain 4-oxo-2-adamantyl chloromethyl ether (compound 1) represented by the following chemical formula (58). Reaction conditions: time 12 hour. RXN SMILES: [CH2:1]=[O:2].[O:3]=[C:4]1[CH:11]2[CH2:12][CH:7]3[CH2:8][CH:9]([CH2:13][CH:5]1[CH:6]3O)[CH2:10]2.[ClH:15]>>[Cl:15][CH2:1][O:2][CH:10]1[CH:11]2[CH2:12][CH:7]3[CH2:6][CH:5]([CH2:13][CH:9]1[CH2:8]3)[C:4]2=[O:3]. Yields the product ClCOC1C2CC3CC(C(C1C3)=O)C2 (4-oxo-2-adamantyl chloromethyl ether). Starting materials: [N+](=O)([O-])C1=CC=C(C=C1)C12C(N(C(C2C1)=O)CC#C)=O (1-(4-nitrophenyl)-3-propargyl-3-azabicyclo[3.1.0]hexane-2,4-dione), [Sn] (tin). Run in O (water), O (water), O (water). Conditions: temperature 100 celsius, time 1 hour. Yields the product NC1=CC=C(C=C1)C12C(N(C(C2C1)=O)CC#C)=O (1-(4-Aminophenyl)-3-propargyl-3-azabicyclo[3.1.0]hexane-2,4dione). RXN SMILES: [N+:1]([C:4]1[CH:9]=[CH:8][C:7]([C:10]23[CH2:15][CH:14]2[C:13](=[O:16])[N:12]([CH2:17][C:18]#[CH:19])[C:11]3=[O:20])=[CH:6][CH:5]=1)([O-])=O.[Sn]>O>[NH2:1][C:4]1[CH:5]=[CH:6][C:7]([C:10]23[CH2:15][CH:14]2[C:13](=[O:16])[N:12]([CH2:17][C:18]#[CH:19])[C:11]3=[O:20])=[CH:8][CH:9]=1 |^3:20|. Reported procedure: A mixture of 0.54 g of 1-(4-nitrophenyl)-3-propargyl-3-azabicyclo[3.1.0]hexane-2,4-dione and 1.5 g of tin powder in 4 ml of water and 4 ml of water is stirred for 1 hour at 100° C. The reaction mixture is cooled to room temperature and then diluted with 20 ml of water, filtered, and made alkaline with sodium hydroxide solution. The reaction mixture is extracted with ethyl acetate and the organic phase is washed with a dilute aqueous solution of sodium chloride until neutral, dried over magnesium... Reactants: [B] (boron), Ethyl (RS)-1-(4-Methoxyphenyl)-3-(3,4-methylene-dioxyphenyl)indene-2-carboxylate, OC1(C(=C(C2=CC=CC=C12)C1=CC2=C(C=C1)OCO2)C(=O)OCC)C2=CC=C(C=C2)OC (ethyl (1RS)-1-hydroxy-1-(4-methoxyphenyl)-3-(3,4-methylenedioxyphenyl)-indene-2-carboxylate), C(C)[SiH](CC)CC (triethylsilane). Solvent: C(Cl)Cl (CH2Cl2). Reaction conditions: temperature 0 celsius, time 10 minute. Yields the product COC1=CC=C(C=C1)C1C(C(C2=CC=CC=C12)C1=CC2=C(C=C1)OCO2)C(=O)O ((1RS,2SR,3SR)-1-(4-Methoxyphenyl)-3-(3,4-methylenedioxyphenyl)indane-2-carboxylic acid), solid. Yield: 94.0%. Reaction SMILES: O[C:2]1([C:25]2[CH:30]=[CH:29][C:28]([O:31][CH3:32])=[CH:27][CH:26]=2)[C:10]2[C:5](=[CH:6][CH:7]=[CH:8][CH:9]=2)[C:4]([C:11]2[CH:16]=[CH:15][C:14]3[O:17][CH2:18][O:19][C:13]=3[CH:12]=2)=[C:3]1[C:20]([O:22]CC)=[O:21].C([SiH](CC)CC)C.[B]>C(Cl)Cl>[CH3:32][O:31][C:28]1[CH:29]=[CH:30][C:25]([CH:2]2[C:10]3[C:5](=[CH:6][CH:7]=[CH:8][CH:9]=3)[CH:4]([C:11]3[CH:16]=[CH:15][C:14]4[O:17][CH2:18][O:19][C:13]=4[CH:12]=3)[CH:3]2[C:20]([OH:22])=[O:21])=[CH:26][CH:27]=1. Procedure: Ethyl (RS)-1-(4-Methoxyphenyl)-3-(3,4-methylene-dioxyphenyl)indene-2-carboxylate. To a solution of ethyl (1RS)-1-hydroxy-1-(4-methoxyphenyl)-3-(3,4-methylenedioxyphenyl)-indene-2-carboxylate (0.80 g, 1.9 mmol) in CH2Cl2 (10 ml) at 0° C. under an argon atmosphere was added triethylsilane (0.28 g, 2.4 mmol), followed by boron trfluoride etherate (1 ml, 8.1 mmol). The resulting solution was stirred at 0° C. for 10 min, and was then partitioned between EtOAc and 3 M HCl. The organic extract was wash...